Dataset: the Open Reaction Database (ORD), a public repository of structured organic reaction records. Task: describe an organic reaction: reactants, conditions, products, and yield Starting materials: CCN(C(C)C)C(C)C, CC(C)O, OC1C(COC(F)(F)F)OC(n2cnc3c(Cl)ncnc32)C1O, NCCc1ccncc1. Yields the product OC1C(COC(F)(F)F)OC(n2cnc3c(NCCc4ccncc4)ncnc32)C1O. RXN SMILES: [CH:33]([N:34]([CH:35]([CH3:36])[CH3:37])[CH2:38][CH3:39])([CH3:40])[CH3:41].[CH:42]([OH:43])([CH3:44])[CH3:45].[Cl:1][c:2]1[c:3]2[n:4][cH:5][n:6]([CH:11]3[O:12][CH:13]([CH2:18][O:19][C:20]([F:21])([F:22])[F:23])[CH:14]([OH:17])[CH:15]3[OH:16])[c:7]2[n:8][cH:9][n:10]1.[n:24]1[cH:25][cH:26][c:27]([CH2:30][CH2:31][NH2:32])[cH:28][cH:29]1>>[c:2]1([NH:32][CH2:31][CH2:30][c:27]2[cH:26][cH:25][n:24][cH:29][cH:28]2)[c:3]2[n:4][cH:5][n:6]([CH:11]3[O:12][CH:13]([CH2:18][O:19][C:20]([F:21])([F:22])[F:23])[CH:14]([OH:17])[CH:15]3[OH:16])[c:7]2[n:8][cH:9][n:10]1. The reactants are C24H27Cl2N5O2S, ClC1=CC2=C(NC(=N2)[C@H](CCSC)NC(C2=CC(=C(C=C2)C(=O)N2[C@@H](CCC2)CNC(=O)OC(C)(C)C)Cl)=O)C=C1 (N-[(1S)-1-(5-chloro-1H-benzimidazol-2-yl)-3-methylsulfanylpropyl]-3-chloro-4-[(2S)-2-(N-tert-butoxycarbonylaminomethyl)pyrrolidin-1-ylcarbonyl]benzamide), FC(C(=O)O)(F)F (trifluoroacetic acid), ClCl (chlorine), ClCCl.CO.N (dichloromethane methanol ammonia). Yields the product ClC1=CC2=C(NC(=N2)[C@H](CCSC)NC(C2=CC(=C(C=C2)C(=O)N2[C@@H](CCC2)CN)Cl)=O)C=C1 (N-[(1S)-1-(5-chloro-1H-benzimidazol-2-yl)-3-methylsulfanylpropyl]-3-chloro-4-[(2S)-2-aminomethylpyrrolidin-1-ylcarbonyl]benzamide). The yield is 81.0%. RXN SMILES: [Cl:1][C:2]1[CH:41]=[CH:40][C:5]2[NH:6][C:7]([C@@H:9]([NH:14][C:15](=[O:39])[C:16]3[CH:21]=[CH:20][C:19]([C:22]([N:24]4[CH2:28][CH2:27][CH2:26][C@H:25]4[CH2:29][NH:30]C(OC(C)(C)C)=O)=[O:23])=[C:18]([Cl:38])[CH:17]=3)[CH2:10][CH2:11][S:12][CH3:13])=[N:8][C:4]=2[CH:3]=1.FC(F)(F)C(O)=O.ClCCl.CO.N.ClCl>>[Cl:1][C:2]1[CH:41]=[CH:40][C:5]2[NH:6][C:7]([C@@H:9]([NH:14][C:15](=[O:39])[C:16]3[CH:21]=[CH:20][C:19]([C:22]([N:24]4[CH2:28][CH2:27][CH2:26][C@H:25]4[CH2:29][NH2:30])=[O:23])=[C:18]([Cl:38])[CH:17]=3)[CH2:10][CH2:11][S:12][CH3:13])=[N:8][C:4]=2[CH:3]=1 |f:2.3.4|. Procedure details: Prepared analogously to Example 17 from N-[(1S)-1-(5-chloro-1H-benzimidazol-2-yl)-3-methylsulfanylpropyl]-3-chloro-4-[(2S)-2-(N-tert-butoxycarbonylaminomethyl)pyrrolidin-1-ylcarbonyl]benzamide and trifluoroacetic acid. Yield: 81%; Rf value: 0.18 (silica gel; dichloromethane/methanol/ammonia=9:1:0.1); C24H27Cl2N5O2S (520.48); mass spectrum: (M+H)-=520/522/524 (chlorine isotope). Starting materials: [BH4-], ON=Cc1ccc(Br)nc1, COCCOC, [Cl-], [Cl-], [Cl-], [Cl-], [Na+], [Ti+4]. The product is NCc1ccc(Br)nc1. As a reaction SMILES: [BH4-:11].[Br:1][c:2]1[n:3][cH:4][c:5]([CH:8]=[N:9][OH:10])[cH:6][cH:7]1.[CH3:13][O:14][CH2:15][CH2:16][O:17][CH3:18].[Cl-:19].[Cl-:21].[Cl-:22].[Cl-:23].[Na+:12].[Ti+4:20]>>[Br:1][c:2]1[n:3][cH:4][c:5]([CH2:8][NH2:9])[cH:6][cH:7]1. The reactants are C1N(CCC2CCNCC12)C(=O)OC(C)(C)C (tert-butyl octahydro-2,7-naphthyridine-2(1H)-carboxylate), ClC(CC)Br (chloro bromopropane), C(=O)([O-])[O-].[K+].[K+] (K2CO3). The solvent is CC(=O)C (acetone). The product is ClCCCN1CCC2CCN(CC2C1)C(=O)OC(C)(C)C (tert-butyl 7-(3-chloropropyl)octahydro-2,7-naphthyridine-2(1H)-carboxylate). Isolated yield 45.1%. As a reaction SMILES: [CH2:1]1[CH:10]2[CH:5]([CH2:6][CH2:7][NH:8][CH2:9]2)[CH2:4][CH2:3][N:2]1[C:11]([O:13][C:14]([CH3:17])([CH3:16])[CH3:15])=[O:12].[Cl:18][CH:19](Br)[CH2:20][CH3:21].C([O-])([O-])=O.[K+].[K+]>CC(C)=O>[Cl:18][CH2:19][CH2:20][CH2:21][N:8]1[CH2:9][CH:10]2[CH:5]([CH2:4][CH2:3][N:2]([C:11]([O:13][C:14]([CH3:17])([CH3:16])[CH3:15])=[O:12])[CH2:1]2)[CH2:6][CH2:7]1 |f:2.3.4|. Procedure: A mixture of tert-butyl octahydro-2,7-naphthyridine-2(1H)-carboxylate (320 mg, 1.33 mmol, 1 eq), chloro bromopropane (530 mg, 3.33 mmol, 2.5 eq) and K2CO3 (736 mg, 5.33 mmol, 4 eq) in acetone (25 mL) was heated to reflux overnight, then cooled to room temperature and filtered. The filtrate was concentrated in vacuo and the residue was purified by a silica gel column chromatography (20:1 (v/v) CH2Cl2/MeOH) to afford the title compound as pale yellow oil (190 mg, 47%). The compound was characteriz... The reactants are BrC=1C=C(C(=O)NC(C)C=2C=NC(=CC2)OCC(F)(F)F)C=C(N1)C (2-bromo-6-methyl-N-(1-(6-(2,2,2-trifluoroethoxy)pyridin-3-yl)ethyl)isonicotinamide), C(CCC)[Sn](C=1SC=CN1)(CCCC)CCCC (2-tributylstannylthiazole), CN(C=O)C (N,N-dimethylformamide). Reagents/catalysts: Cl[Pd]([P](C1=CC=CC=C1)(C2=CC=CC=C2)C3=CC=CC=C3)([P](C4=CC=CC=C4)(C5=CC=CC=C5)C6=CC=CC=C6)Cl (bis(triphenylphosphine)palladium(II) dichloride). The solvent is C(C)(=O)OCC (ethyl acetate). Run at temperature 120 celsius, time 6 hour. Product: CC=1C=C(C(=O)NC(C)C=2C=NC(=CC2)OCC(F)(F)F)C=C(N1)C=1SC=CN1 (2-methyl-6-(thiazol-2-yl)-N-(1-(6-(2,2,2-trifluoroethoxy)pyridin-3-yl)ethyl)isonicotinamide). The yield is 10.7%. Reaction SMILES: Br[C:2]1[CH:3]=[C:4]([CH:22]=[C:23]([CH3:25])[N:24]=1)[C:5]([NH:7][CH:8]([C:10]1[CH:11]=[N:12][C:13]([O:16][CH2:17][C:18]([F:21])([F:20])[F:19])=[CH:14][CH:15]=1)[CH3:9])=[O:6].C([Sn](CCCC)(CCCC)[C:31]1[S:32][CH:33]=[CH:34][N:35]=1)CCC.CN(C)C=O>C(OCC)(=O)C.Cl[Pd](Cl)([P](C1C=CC=CC=1)(C1C=CC=CC=1)C1C=CC=CC=1)[P](C1C=CC=CC=1)(C1C=CC=CC=1)C1C=CC=CC=1>[CH3:25][C:23]1[CH:22]=[C:4]([CH:3]=[C:2]([C:31]2[S:32][CH:33]=[CH:34][N:35]=2)[N:24]=1)[C:5]([NH:7][CH:8]([C:10]1[CH:11]=[N:12][C:13]([O:16][CH2:17][C:18]([F:21])([F:19])[F:20])=[CH:14][CH:15]=1)[CH3:9])=[O:6] |^1:57,76|. Reported procedure: A mixture of 2-bromo-6-methyl-N-(1-(6-(2,2,2-trifluoroethoxy)pyridin-3-yl)ethyl)isonicotinamide (25 mg, 0.060 mmol, Step-1, single enantiomer), 2-tributylstannylthiazole (27 mg, 0.072 mmol), bis(triphenylphosphine)palladium(II) dichloride (8.4 mg, 0.012 mmol) and N,N-dimethylformamide (1 mL) is stirred at 120° C. under nitrogen atmosphere for 6 hours. After cooling to room temperature, the mixture is diluted with ethyl acetate (20 mL) and washed with water (20 mL). The organic layer is dried ove... The reactants are C(C)(C)N1CCN(CC1)C(=O)C=1C=C2C=C(NC2=CC1)C(=O)O (5-(4-isopropyl-piperazine-1-carbonyl)-1H-indole-2-carboxylic acid), Cl (hydrochloride), F[B-](F)(F)F.N1(N=NC2=C1C=CC=C2)OC(=[N+](C)C)N(C)C (O-(benzotriazol-1-yl)-N,N,N′,N′-tetramethyluronium tetrafluoroborate), N1CCCCC1 (piperidine), C(C)(C)N(C(C)C)CC (N,N-diisopropylethylamine). Run in CN(C=O)C (N,N-dimethylformamide). Yields the product C(C)(C)N1CCN(CC1)C(=O)C=1C=C2C=C(NC2=CC1)C(=O)N1CCCCC1 ([5-(4-Isopropyl-piperazine-1-carbonyl)-1H-indol-2-yl]-piperidin-1-yl-methanone). Reaction SMILES: [CH:1]([N:4]1[CH2:9][CH2:8][N:7]([C:10]([C:12]2[CH:13]=[C:14]3[C:18](=[CH:19][CH:20]=2)[NH:17][C:16]([C:21](O)=[O:22])=[CH:15]3)=[O:11])[CH2:6][CH2:5]1)([CH3:3])[CH3:2].Cl.F[B-](F)(F)F.[N:30]1(OC(N(C)C)=[N+](C)C)[C:34]2C=[CH:36][CH:37]=[CH:38][C:33]=2N=N1.N1CCCCC1.C(N(CC)C(C)C)(C)C>CN(C)C=O>[CH:1]([N:4]1[CH2:9][CH2:8][N:7]([C:10]([C:12]2[CH:13]=[C:14]3[C:18](=[CH:19][CH:20]=2)[NH:17][C:16]([C:21]([N:30]2[CH2:36][CH2:37][CH2:38][CH2:33][CH2:34]2)=[O:22])=[CH:15]3)=[O:11])[CH2:6][CH2:5]1)([CH3:2])[CH3:3] |f:2.3|. Procedure details: The title compound was synthesized in analogy to example 1, from 5-(4-isopropyl-piperazine-1-carbonyl)-1H-indole-2-carboxylic acid 1:1 hydrochloride, O-(benzotriazol-1-yl)-N,N,N′,N′-tetramethyluronium tetrafluoroborate (commercially available), piperidine (commercially available) and N,N-diisopropylethylamine in N,N-dimethylformamide to give the desired product after purification by preparative HPLC on reversed phase eluting with a gradient formed from acetonitrile/water/formic acid. Starting materials: C(=O)(OC(C)(C)C)OC(=O)[O-] (tert-Butyl dicarbonate), NCCC1=CC=C(C(=O)O)C=C1 (4-(2-aminoethyl)benzoic acid). Solvent: O1CCOCC1 (1,4-dioxane), [OH-].[Na+] (sodium hydroxide), O1CCOCC1 (1,4-dioxane). Conditions: time 3 hour. Yields the product C(C)(C)(C)OC(=O)NCCC1=CC=C(C(=O)O)C=C1 (4-[2-(tert-Butoxycarbonylamino)ethyl]benzoic acid). RXN SMILES: [C:1]([O:8]C([O-])=O)([O:3][C:4]([CH3:7])([CH3:6])[CH3:5])=O.[NH2:12][CH2:13][CH2:14][C:15]1[CH:23]=[CH:22][C:18]([C:19]([OH:21])=[O:20])=[CH:17][CH:16]=1>O1CCOCC1.[OH-].[Na+]>[C:4]([O:3][C:1]([NH:12][CH2:13][CH2:14][C:15]1[CH:23]=[CH:22][C:18]([C:19]([OH:21])=[O:20])=[CH:17][CH:16]=1)=[O:8])([CH3:5])([CH3:6])[CH3:7] |f:3.4|. Procedure details: tert-Butyl dicarbonate (1.64 g; 7.5 mmol) is dissolved in 1,4-dioxane (5 mL) and the solution is added to a well-stirred solution of 4-(2-aminoethyl)benzoic acid (1.0 g; 5 mmol) in 1M aqueous sodium hydroxide solution (25 mL) and 1,4-dioxane (10 mL), and the mixture is then stirred at ambient temperature for 3 hours. The 1,4-dioxane is removed by evaporation in vacuo, and then ethyl acetate (200 mL) is added to the residue. The pH of the aqueous phase is adjusted to 1.5 with 2M aqueous HCl solut... Reactants: ClCCl, CCN(C(C)C)C(C)C, COC(=O)C(C)(C)CCCc1ccc(C(=O)Cl)cc1, CC(=O)N(c1ccc(Cl)cc1)C1CC(C)Nc2ccccc21. Yields the product COC(=O)C(C)(C)CCCc1ccc(C(=O)N2c3ccccc3C(N(C(C)=O)c3ccc(Cl)cc3)CC2C)cc1. As a reaction SMILES: [CH2:51]([Cl:52])[Cl:53].[CH:42]([N:43]([CH:44]([CH3:45])[CH3:46])[CH2:47][CH3:48])([CH3:49])[CH3:50].[Cl:1][C:2](=[O:3])[c:4]1[cH:5][cH:6][c:7]([CH2:10][CH2:11][CH2:12][C:13]([C:14](=[O:15])[O:16][CH3:17])([CH3:18])[CH3:19])[cH:8][cH:9]1.[Cl:20][c:21]1[cH:22][cH:23][c:24]([N:27]([C:28]([CH3:29])=[O:30])[CH:31]2[CH2:32][CH:33]([CH3:41])[NH:34][c:35]3[cH:36][cH:37][cH:38][cH:39][c:40]32)[cH:25][cH:26]1>>[C:2](=[O:3])([c:4]1[cH:5][cH:6][c:7]([CH2:10][CH2:11][CH2:12][C:13]([C:14](=[O:15])[O:16][CH3:17])([CH3:18])[CH3:19])[cH:8][cH:9]1)[N:34]1[CH:33]([CH3:41])[CH2:32][CH:31]([N:27]([c:24]2[cH:23][cH:22][c:21]([Cl:20])[cH:26][cH:25]2)[C:28]([CH3:29])=[O:30])[c:40]2[c:35]1[cH:36][cH:37][cH:38][cH:39]2.